This data is from the Open Reaction Database (ORD), a public repository of structured organic reaction records. The task is: describe an organic reaction: reactants, conditions, products, and yield Conditions: temperature 0 celsius, time 20 minute. Yields the product CC1=C(OC[C@@H](CNC2=C(C(NC=C2)=O)C=2NC3=CC=4C(N(CC4C=C3N2)C2CCN(CC2)CCC#N)=O)O)C=CC(=C1)C (3-[4-(2-{4-[(R)-3-(2,4-Dimethyl-phenoxy)-2-hydroxy-propylamino]-2-oxo-1,2-dihydro-pyridin-3-yl}-7-oxo-5,7-dihydro-1H-1,3,6-triaza-s-indacen-6-yl)-piperidin-1-yl]-propionitrile). Procedure details: To a solution of the TFA salt of 2-{4-[(R)-3-(2,4-dimethyl-phenoxy)-2-hydroxy-propylamino]-2-oxo-1,2-dihydro-pyridin-3-yl}-6-piperidin-4-yl-6,7-dihydro-3H-1,3,6-triaza-s-indacen-5-one (40 mg, 0.061 mmol) in MeOH (2.4 mL) was added DIEA (600 μL, 3.4 mmol) at 0° C. under N2 resulting a mixture which was stirred under N2 at 0° C. for 20 min and followed by addition of acrylonitrile (197 μL, 3.0 mmol) via a syringe. The reaction mixture was stirred under N2 at 0° C. for 1 h and at the room temperatu... RXN SMILES: C(O)(C(F)(F)F)=O.[CH3:8][C:9]1[CH:46]=[C:45]([CH3:47])[CH:44]=[CH:43][C:10]=1[O:11][CH2:12][C@H:13]([OH:42])[CH2:14][NH:15][C:16]1[CH:21]=[CH:20][NH:19][C:18](=[O:22])[C:17]=1[C:23]1[NH:34][C:33]2[C:25](=[CH:26][C:27]3[CH2:28][N:29]([CH:36]4[CH2:41][CH2:40][NH:39][CH2:38][CH2:37]4)[C:30](=[O:35])[C:31]=3[CH:32]=2)[N:24]=1.CCN(C(C)C)C(C)C.[C:57](#[N:60])[CH:58]=[CH2:59]>CO>[CH3:8][C:9]1[CH:46]=[C:45]([CH3:47])[CH:44]=[CH:43][C:10]=1[O:11][CH2:12][C@H:13]([OH:42])[CH2:14][NH:15][C:16]1[CH:21]=[CH:20][NH:19][C:18](=[O:22])[C:17]=1[C:23]1[NH:34][C:33]2[C:25]([N:24]=1)=[CH:26][C:27]1[CH2:28][N:29]([CH:36]3[CH2:37][CH2:38][N:39]([CH2:59][CH2:58][C:57]#[N:60])[CH2:40][CH2:41]3)[C:30](=[O:35])[C:31]=1[CH:32]=2. The reactants are C(C=C)#N (acrylonitrile), C(=O)(C(F)(F)F)O (TFA), CC1=C(OC[C@@H](CNC2=C(C(NC=C2)=O)C2=NC3=CC=4CN(C(C4C=C3N2)=O)C2CCNCC2)O)C=CC(=C1)C (2-{4-[(R)-3-(2,4-dimethyl-phenoxy)-2-hydroxy-propylamino]-2-oxo-1,2-dihydro-pyridin-3-yl}-6-piperidin-4-yl-6,7-dihydro-3H-1,3,6-triaza-s-indacen-5-one), CCN(C(C)C)C(C)C (DIEA). Solvent: CO (MeOH). Reactants: C1(=CC=CC=C1)O (phenol), cupric acetate monohydrate, C(C)(=O)[O-] (acetate), C(C)(=O)O (acetic acid), C(C=C)(=O)OC (methyl acrylate), stainless steel. Run at temperature 90 celsius. Yields the product O1C(=O)C=CC2=CC=CC=C12 (coumarin). As a reaction SMILES: [C:1]1([OH:7])[CH:6]=[CH:5][CH:4]=[CH:3][CH:2]=1.C(O)(=O)C.[C:12](OC)(=[O:15])[CH:13]=[CH2:14].C([O-])(=O)C>>[O:7]1[C:1]2[C:6](=[CH:5][CH:4]=[CH:3][CH:2]=2)[CH:14]=[CH:13][C:12]1=[O:15]. Reported procedure: In another example, 282 grams (3.0 moles) of phenol, 182 grams (3.04 moles) of acetic acid, 52.0 grams (0.604 moles) of methyl acrylate, 2.4 grams (0.012 moles) of cupric acetate monohydrate, 1.4 grams (0.0062 moles) of pallidium acetate, and 6 grams of a finely divided inert diatomaceous earth known in the trade as Celite were placed in a stainless steel autoclave. The autoclave was sealed and pressured to 250 pounds per square inch with air; this pressure being maintained as the mixture was st... Starting materials: N#Cc1ccc(NC2CCN(Cc3ccccc3)CC2)nn1, CCN(C(C)C)C(C)C, CC(Cl)OC(=O)Cl, ClCCl. Yields the product N#Cc1ccc(NC2CCNCC2)nn1. As a reaction SMILES: [CH2:8]([c:9]1[cH:10][cH:11][cH:12][cH:13][cH:14]1)[N:15]1[CH2:16][CH2:17][CH:18]([NH:21][c:22]2[cH:23][cH:24][c:25]([C:28]#[N:29])[n:26][n:27]2)[CH2:19][CH2:20]1.[CH:30]([N:31]([CH:32]([CH3:33])[CH3:34])[CH2:35][CH3:36])([CH3:37])[CH3:38].[Cl:1][C:2]([O:3][CH:4]([Cl:5])[CH3:6])=[O:7].[Cl:39][CH2:40][Cl:41]>>[NH:15]1[CH2:16][CH2:17][CH:18]([NH:21][c:22]2[cH:23][cH:24][c:25]([C:28]#[N:29])[n:26][n:27]2)[CH2:19][CH2:20]1. The reactants are Oc1ccc2c(c1)OCC2, CC(C)=CCCC(C)CCOS(=O)(=O)c1ccc(C)cc1. Yields the product CC(C)=CCCC(C)CCOc1ccc2c(c1)OCC2. Reaction SMILES: [OH:22][c:23]1[cH:24][c:25]2[c:26]([cH:30][cH:31]1)[CH2:27][CH2:28][O:29]2.[c:1]1([CH3:2])[cH:3][cH:4][c:5]([S:6]([O:7][CH2:11][CH2:12][CH:13]([CH2:14][CH2:15][CH:16]=[C:17]([CH3:18])[CH3:19])[CH3:20])(=[O:8])=[O:9])[cH:10][cH:21]1>>[CH2:11]([CH2:12][CH:13]([CH2:14][CH2:15][CH:16]=[C:17]([CH3:18])[CH3:19])[CH3:20])[O:22][c:23]1[cH:24][c:25]2[c:26]([cH:30][cH:31]1)[CH2:27][CH2:28][O:29]2. Starting materials: COC(=O)C(=O)OC, C[O-], CO, Cl, CC(=O)c1ccc(F)cc1, [Na+]. The product is COC(=O)C(=O)CC(=O)c1ccc(F)cc1. As a reaction SMILES: [C:1]([C:2]([O:4][CH3:3])=[O:5])(=[O:6])[O:7][CH3:8].[CH3:19][O-:20].[CH3:23][OH:24].[ClH:22].[F:9][c:10]1[cH:11][cH:12][c:13]([C:16]([CH3:17])=[O:18])[cH:14][cH:15]1.[Na+:21]>>[C:1]([C:2](=[O:4])[CH2:17][C:16]([c:13]1[cH:12][cH:11][c:10]([F:9])[cH:15][cH:14]1)=[O:18])(=[O:6])[O:7][CH3:8]. Reaction SMILES: [CH3:1][O:2][c:3]1[c:4]([S:11][c:12]2[nH:13][c:14]3[n:15][cH:16][n:17][c:18]([NH2:21])[c:19]3[n:20]2)[cH:5][c:6]([O:9][CH3:10])[cH:7][cH:8]1.[Cl:22][CH2:23][CH:24]([OH:25])[c:26]1[c:27]([Cl:33])[cH:28][c:29]([Cl:32])[cH:30][cH:31]1>>[CH3:1][O:2][c:3]1[c:4]([S:11][c:12]2[n:13]([CH2:23][CH:24]([OH:25])[c:26]3[c:27]([Cl:33])[cH:28][c:29]([Cl:32])[cH:30][cH:31]3)[c:14]3[n:15][cH:16][n:17][c:18]([NH2:21])[c:19]3[n:20]2)[cH:5][c:6]([O:9][CH3:10])[cH:7][cH:8]1. Product: COc1ccc(OC)c(Sc2nc3c(N)ncnc3n2CC(O)c2ccc(Cl)cc2Cl)c1. Reactants: COc1ccc(OC)c(Sc2nc3c(N)ncnc3[nH]2)c1, OC(CCl)c1ccc(Cl)cc1Cl. Starting materials: ClC1=NC=CC=C1C=1C=C2C=NNC2=CC1 (5-(2-chloropyridin-3-yl)-1H-indazole), C(=O)([O-])[O-].[Na+].[Na+] (Na2CO3), BrC=1C=C2C=NN(C2=CC1C)C(=O)OC(C)(C)C (tert-butyl 5-bromo-6-methyl-1H-indazole-1-carboxylate), ClC1=NC=CC=C1B1OC(C)(C)C(C)(C)O1 (2-chloro-3-pyridine boronic acid pinacol ester). Reagents/catalysts: C=1C=CC(=CC1)[P](C=2C=CC=CC2)(C=3C=CC=CC3)[Pd]([P](C=4C=CC=CC4)(C=5C=CC=CC5)C=6C=CC=CC6)([P](C=7C=CC=CC7)(C=8C=CC=CC8)C=9C=CC=CC9)[P](C=1C=CC=CC1)(C=1C=CC=CC1)C=1C=CC=CC1 (Pd(PPh3)4). Run in O1CCOCC1 (1,4-dioxane). Yields the product ClC1=NC=CC=C1C=1C=C2C=NNC2=CC1C (5-(2-chloropyridin-3-yl)-6-methyl-1H-indazole). The yield is 67.0%. RXN SMILES: [Cl:1][C:2]1[C:7]([C:8]2[CH:9]=[C:10]3[C:14](=[CH:15][CH:16]=2)[NH:13][N:12]=[CH:11]3)=[CH:6][CH:5]=[CH:4][N:3]=1.Br[C:18]1C=C2C(=CC=1C)N(C(OC(C)(C)C)=O)N=C2.ClC1C(B2OC(C)(C)C(C)(C)O2)=CC=CN=1.C([O-])([O-])=O.[Na+].[Na+]>O1CCOCC1.C1C=CC([P]([Pd]([P](C2C=CC=CC=2)(C2C=CC=CC=2)C2C=CC=CC=2)([P](C2C=CC=CC=2)(C2C=CC=CC=2)C2C=CC=CC=2)[P](C2C=CC=CC=2)(C2C=CC=CC=2)C2C=CC=CC=2)(C2C=CC=CC=2)C2C=CC=CC=2)=CC=1>[Cl:1][C:2]1[C:7]([C:8]2[CH:9]=[C:10]3[C:14](=[CH:15][C:16]=2[CH3:18])[NH:13][N:12]=[CH:11]3)=[CH:6][CH:5]=[CH:4][N:3]=1 |f:3.4.5,^1:66,68,87,106|. Procedure details: 5-(2-Chloropyridin-3-yl)-6-methyl-1H-indazole was synthesized in the similar manner to the preparation of 5-(2-chloropyridin-3-yl)-1H-indazole by heating the mixture of tert-butyl 5-bromo-6-methyl-1H-indazole-1-carboxylate (1.4 g, 4.5 mmol), 2-chloro-3-pyridine boronic acid pinacol ester (1.4 g, 5.9 mmol), Pd(PPh3)4 (370 mg, 0.32 mmol) and 2M aq.Na2CO3 (7 mL, 14 mmol) in 1,4-dioxane (40 mL). Upon work-up and purification procedure used in the preparation of 5-(2-chloropyridin-3-yl)-1H-indazole p...